Dataset: the Open Reaction Database (ORD), a public repository of structured organic reaction records. Task: describe an organic reaction: reactants, conditions, products, and yield Reactants: BrC1=CN=C(S1)NC(N(C1CCC(CC1)C)C1CCCC1)=O (3-(5-Bromo-thiazol-2-yl)-1-cyclopentyl-1-(4-methyl-cyclohexyl)-urea), C(CS)(=O)OC (methyl thioglycolate). Yields the product COC(CSC1=CN=C(S1)NC(=O)N(C1CCC(CC1)C)C1CCCC1)=O ({2-[3-Cyclopentyl-3-(4-methyl-cyclohexyl)-ureido]-thiazol-5-ylsulfanyl}-acetic acid methyl ester). As a reaction SMILES: Br[C:2]1[S:6][C:5]([NH:7][C:8](=[O:22])[N:9]([CH:17]2[CH2:21][CH2:20][CH2:19][CH2:18]2)[CH:10]2[CH2:15][CH2:14][CH:13]([CH3:16])[CH2:12][CH2:11]2)=[N:4][CH:3]=1.[C:23]([O:27][CH3:28])(=[O:26])[CH2:24][SH:25]>>[CH3:28][O:27][C:23](=[O:26])[CH2:24][S:25][C:2]1[S:6][C:5]([NH:7][C:8]([N:9]([CH:17]2[CH2:21][CH2:20][CH2:19][CH2:18]2)[CH:10]2[CH2:15][CH2:14][CH:13]([CH3:16])[CH2:12][CH2:11]2)=[O:22])=[N:4][CH:3]=1. Reported procedure: Prepared as described in general procedure (D) using 3-(5-bromo-thiazol-2-yl)-1-cyclopentyl-1-(4-methyl-cyclohexyl)-urea (Example 202) and methyl thioglycolate. Reactants: ArH, C(C)(=O)OCC (ethyl acetate), ArH, ArH, ArH, COC(C1=CC=C(C=C1)C(=O)C1=CC=2C(CCC(C2C=C1CCC)(C)C)(C)C)=O (4-[(3-n-propyl-5,5,8,8-tetramethyl-5,6,7,8-tetrahydro-2-naphthyl)carbonyl]benzoic acid methyl ester). Run in hexanes, [OH-].[K+].CO (KOH MeOH). Yields the product C(CC)C=1C(=CC=2C(CCC(C2C1)(C)C)(C)C)C(=O)C1=CC=C(C(=O)O)C=C1 (4-[(3-n-propyl-5,6,7,8-tetrahydro-5,5,8,8-tetramethyl-2-naphthyl)carbonyl]benzoic acid). RXN SMILES: C(OCC)(=O)C.C[O:8][C:9](=[O:35])[C:10]1[CH:15]=[CH:14][C:13]([C:16]([C:18]2[C:27]([CH2:28][CH2:29][CH3:30])=[CH:26][C:25]3[C:24]([CH3:32])([CH3:31])[CH2:23][CH2:22][C:21]([CH3:34])([CH3:33])[C:20]=3[CH:19]=2)=[O:17])=[CH:12][CH:11]=1>[OH-].[K+].CO>[CH2:28]([C:27]1[C:18]([C:16]([C:13]2[CH:12]=[CH:11][C:10]([C:9]([OH:35])=[O:8])=[CH:15][CH:14]=2)=[O:17])=[CH:19][C:20]2[C:21]([CH3:34])([CH3:33])[CH2:22][CH2:23][C:24]([CH3:31])([CH3:32])[C:25]=2[CH:26]=1)[CH2:29][CH3:30] |f:2.3.4|. Procedure: 3-n-Propyl-5,6,7,8-tetrahydro-5,5,8,8-tetramethylnaphthalene (prepared from Friedel-Crafts alkylation/cyclization of n-propylbenzene with 2,5-dichloro-2,5-dimethylhexane) was combined with monomethylterephthalate acid chloride in dichloromethane and treated portionwise at ambient temperature with aluminum chloride until the spontaneous reflux had subsided and the solution become dark red/brown in color. After stirring at room temperature for 10-15 min, the reaction was poured into ice water and ...